From a dataset of the Open Reaction Database (ORD), a public repository of structured organic reaction records. describe an organic reaction: reactants, conditions, products, and yield Starting materials: [Cl-].[Li+] (Lithiumchloride), [Cl-].[NH4+] (ammoniumchloride), C(C)OP(=O)(OCC)CC(=O)C1CCN(CC1)C1=CC(=NC2=CC=CC=C12)C (2-Diethoxyphosphoryl-1-[1-(2-methyl-4-quinolyl)-4-piperidyl]ethanone), C(C)(C)N(CC)C(C)C (diisopropylethylamine), C(C(C)C)=O (isobutyraldehyde). The solvent is C(C)#N (acetonitrile), ClCCl (dichloromethane), O (Water), C(C)#N (acetonitrile). Reaction conditions: temperature -78 celsius, time 10 minute. Product: CC(/C=C/C(=O)C1CCN(CC1)C1=CC(=NC2=CC=CC=C12)C)C ((E)-4-Methyl-1-[1-(2-methyl-4-quinolyl)-4-piperidyl]pent-2-en-1-one). The yield is 29.5%. RXN SMILES: [Cl-].[Li+].C(OP(C[C:12]([CH:14]1[CH2:19][CH2:18][N:17]([C:20]2[C:29]3[C:24](=[CH:25][CH:26]=[CH:27][CH:28]=3)[N:23]=[C:22]([CH3:30])[CH:21]=2)[CH2:16][CH2:15]1)=[O:13])(OCC)=O)C.[CH:31](N(C(C)C)CC)(C)C.[CH:40](=O)[CH:41]([CH3:43])[CH3:42].[Cl-].[NH4+]>C(#N)C.ClCCl.O>[CH3:42][CH:41]([CH3:43])/[CH:40]=[CH:31]/[C:12]([CH:14]1[CH2:15][CH2:16][N:17]([C:20]2[C:29]3[C:24](=[CH:25][CH:26]=[CH:27][CH:28]=3)[N:23]=[C:22]([CH3:30])[CH:21]=2)[CH2:18][CH2:19]1)=[O:13] |f:0.1,5.6|. Procedure: Lithiumchloride (4.2 mg, 0.1 mmol) which had been dried before in vacuum at 125° C. was placed in anhydrous acetonitrile (4 ml), the mixture was cooled to −78° C. and diethoxyphosphoryl-1-[1-(2-methyl-4-quinolyl)-4-piperidyl]ethanone from step B (40 mg, 0.1 mmol) dissolved in 1 ml anhydrous acetonitrile was added dropwise with stirring. The mixture was allowed to reach room temperature, stirring was continued for 10 minutes and diisopropylethylamine (10.1 mg, 0.1 mmol) and isobutyraldehyde (7.2 ... Reactants: N[C@H]1[C@@H]2N(C(=C(CS2)CO)C(=O)O)C1=O (7β-amino-3-hydroxymethyl-3-cephem-4-carboxylic acid), [OH-].[Na+] (sodium hydroxide), COC1=CC=C(COC(=O)SC2=NC(=CC(=C2)C)C)C=C1 (S-p-methoxybenzyloxycarbonyl-4,6-dimethyl-2-mercaptopyridine), O1CCOCC1 (dioxane). Run in O (water), O (water), C(C)(=O)OCC (ethyl acetate). Reaction conditions: time 7 hour. Product: COC1=CC=C(COC(=O)N[C@H]2[C@@H]3N(C(=C(CS3)CO)C(=O)[O-])C2=O)C=C1.[Na+] (sodium 7β-(p-methoxybenzyloxycarbonylamino)-3-hydroxymethyl-3-cephem-4-carboxylate). RXN SMILES: [NH2:1][C@@H:2]1[C:14](=[O:15])[N:4]2[C:5]([C:11]([OH:13])=[O:12])=[C:6]([CH2:9][OH:10])[CH2:7][S:8][C@H:3]12.[OH-].[Na+:17].[CH3:18][O:19][C:20]1[CH:38]=[CH:37][C:23]([CH2:24][O:25][C:26](SC2C=C(C)C=C(C)N=2)=[O:27])=[CH:22][CH:21]=1.O1CCOCC1>O.C(OCC)(=O)C>[CH3:18][O:19][C:20]1[CH:38]=[CH:37][C:23]([CH2:24][O:25][C:26]([NH:1][C@@H:2]2[C:14](=[O:15])[N:4]3[C:5]([C:11]([O-:13])=[O:12])=[C:6]([CH2:9][OH:10])[CH2:7][S:8][C@H:3]23)=[O:27])=[CH:22][CH:21]=1.[Na+:17] |f:1.2,7.8|. Reported procedure: In 50 ml of water is suspended 2.30 g of 7β-amino-3-hydroxymethyl-3-cephem-4-carboxylic acid and the suspension is adjusted to pH 8.5 with 1N-aqueous sodium hydroxide solution, whereupon a clear solution is obtained. To this solution are added 4.56 g of S-p-methoxybenzyloxycarbonyl-4,6-dimethyl-2-mercaptopyridine and 50 ml of dioxane and the mixture is stirred at room temperature for 7 hours. The reaction mixture is diluted with water and ethyl acetate and the water layer is separated and concen... Starting materials: FC1=C(C(=O)Cl)C(=CC=C1)F (2,6-difluorobenzoyl chloride), Cl.NC(CO)C1=CC=C(C=C1)C1=CC=C(C=C1)SC(F)F (β-amino-4'-[(difluoromethyl)thio][1,1'-biphenyl]-4-ethanol hydrochloride salt), C([O-])(O)=O.[Na+] (sodium bicarbonate). Solvent: ClCCl (dichloromethane), ClCCl (dichloromethane), O (water). Reaction conditions: time 2 hour. Yields the product FC(SC1=CC=C(C=C1)C1=CC=C(C=C1)C(CO)NC(C1=C(C=CC=C1F)F)=O)F (N-[1-[4'-[(difluoromethyl)thio] [1,1'-biphenyl]-4-yl]-2-hydroxyethyl]-2,6-difluorobenzamide). The yield is 92.8%. Reaction SMILES: [F:1][C:2]1[CH:10]=[CH:9][CH:8]=[C:7]([F:11])[C:3]=1[C:4](Cl)=[O:5].Cl.[NH2:13][CH:14]([C:17]1[CH:22]=[CH:21][C:20]([C:23]2[CH:28]=[CH:27][C:26]([S:29][CH:30]([F:32])[F:31])=[CH:25][CH:24]=2)=[CH:19][CH:18]=1)[CH2:15][OH:16].C(=O)(O)[O-].[Na+]>ClCCl.O>[F:32][CH:30]([F:31])[S:29][C:26]1[CH:25]=[CH:24][C:23]([C:20]2[CH:21]=[CH:22][C:17]([CH:14]([NH:13][C:4](=[O:5])[C:3]3[C:2]([F:1])=[CH:10][CH:9]=[CH:8][C:7]=3[F:11])[CH2:15][OH:16])=[CH:18][CH:19]=2)=[CH:28][CH:27]=1 |f:1.2,3.4|. Procedure: A solution of 0.137 g (0.776 mmol) of 2,6-difluorobenzoyl chloride in 1 mL of dichloromethane was added dropwise to a mixture of 0.23 g (0.693 mmol) of β-amino-4'-[(difluoromethyl)thio][1,1'-biphenyl]-4-ethanol hydrochloride salt, 1.5 mL of dichloromethane, and 1.5 mL of sodium bicarbonate (saturated aqueous solution). The mixture was stirred for 2 h, and was diluted with 10 mL of water. The mixture was extracted with 3×20 mL of dichloromethane, 35 mL of dichloromethane and the organic phase sep... Reactants: OC(C(C)C)(C=1N=CN(C1)C(C1=CC=CC=C1)(C1=CC=CC=C1)C1=CC=CC=C1)C1=CC=C(C=C1)C1=C(C(=CC=C1)NC(C)=O)C (N-[4′-[1-hydroxy-2-methyl-1-(1-trityl-1H-imidazol-4-yl)propyl]-2-methyl[1,1′-biphenyl]-3-yl]acetamide), Cl.N1=CC=CC=C1 (pyridine hydrochloride). Product: OC(C(C)C)(C=1N=CNC1)C1=CC=C(C=C1)C1=C(C(=CC=C1)NC(C)=O)C (N-[4′-[1-hydroxy-1-(-1H-imidazol-4-yl)-2-methylpropyl]-2-methyl[1,1′-biphenyl]-3-yl]acetamide). Isolated yield 91.7%. Reaction SMILES: [OH:1][C:2]([C:30]1[CH:35]=[CH:34][C:33]([C:36]2[CH:41]=[CH:40][CH:39]=[C:38]([NH:42][C:43](=[O:45])[CH3:44])[C:37]=2[CH3:46])=[CH:32][CH:31]=1)([C:6]1[N:7]=[CH:8][N:9](C(C2C=CC=CC=2)(C2C=CC=CC=2)C2C=CC=CC=2)[CH:10]=1)[CH:3]([CH3:5])[CH3:4].Cl.N1C=CC=CC=1>>[OH:1][C:2]([C:30]1[CH:31]=[CH:32][C:33]([C:36]2[CH:41]=[CH:40][CH:39]=[C:38]([NH:42][C:43](=[O:45])[CH3:44])[C:37]=2[CH3:46])=[CH:34][CH:35]=1)([C:6]1[N:7]=[CH:8][NH:9][CH:10]=1)[CH:3]([CH3:5])[CH3:4] |f:1.2|. Reported procedure: By the reaction in the same manner as in Example 4-(iii) using N-[4′-[1-hydroxy-2-methyl-1-(1-trityl-1H-imidazol-4-yl)propyl]-2-methyl[1,1′-biphenyl]-3-yl]acetamide (1.10 g) and pyridine hydrochloride (378 mg), the colorless amorphous title compound (605 mg) was obtained. The reactants are [Si](C)(C)(C(C)(C)C)N1C(CC1CC(CC(=O)OCC1=CC=C(C=C1)[N+](=O)[O-])O)=O (N-(t-butyldimethylsilyl)-4-[3-(p-nitrobenzyloxycarbonyl)-2-hydroxypropyl]-azetidin-2-one), N1=CC=CC=C1 (pyridine), C(C)(=O)[O-] (acetate), CC(C)O (2-propanol). Reagents/catalysts: [O-2].[O-2].[O-2].[Cr+6] (chromium trioxide). Run in C(Cl)Cl (methylene chloride), C(Cl)Cl (methylene chloride), petroleum. Conditions: time 30 minute. The product is [Si](C)(C)(C(C)(C)C)N1C(CC1CC(CC(=O)OCC1=CC=C(C=C1)[N+](=O)[O-])=O)=O (N-(t-butyldimethylsilyl)-4-[3-(p-nitrobenzyloxycarbonyl)-2-oxopropyl]-azetidin-2-one). Isolated yield 58.3%. RXN SMILES: N1C=CC=CC=1.[Si:7]([N:14]1[CH:17]([CH2:18][CH:19]([OH:34])[CH2:20][C:21]([O:23][CH2:24][C:25]2[CH:30]=[CH:29][C:28]([N+:31]([O-:33])=[O:32])=[CH:27][CH:26]=2)=[O:22])[CH2:16][C:15]1=[O:35])([C:10]([CH3:13])([CH3:12])[CH3:11])([CH3:9])[CH3:8].CC(O)C.C([O-])(=O)C>C(Cl)Cl.[O-2].[O-2].[O-2].[Cr+6]>[Si:7]([N:14]1[CH:17]([CH2:18][C:19](=[O:34])[CH2:20][C:21]([O:23][CH2:24][C:25]2[CH:26]=[CH:27][C:28]([N+:31]([O-:33])=[O:32])=[CH:29][CH:30]=2)=[O:22])[CH2:16][C:15]1=[O:35])([C:10]([CH3:13])([CH3:12])[CH3:11])([CH3:9])[CH3:8] |f:5.6.7.8|. Reported procedure: Anhydrous chromium trioxide (16.88 g 169 mmol) is added to a solution of anhydrous pyridine (27.3 ml, 338 mmol) in anhydrous methylene chloride (470 ml). The resulting mixture is stirred at room temperature for 30 minutes and then treated with a solution of N-(t-butyldimethylsilyl)-4-[3-(p-nitrobenzyloxycarbonyl)-2-hydroxypropyl]-azetidin-2-one (8.92 g, 21.1 mmol) in methylene chloride (80 ml). The reaction mixture is stirred an additional 15 minutes at room temperature and then treated with 2-p...